This data is from the Open Reaction Database (ORD), a public repository of structured organic reaction records. The task is: describe an organic reaction: reactants, conditions, products, and yield Yields the product C(C)OC(C1=C(C=C(C(=C1)OC)C(C)(C)C)C=1C(=NC=CC1)OCC1=CC=CC=C1)=O (2-(2-benzyloxypyridin-3-yl)-4-tert-butyl-5-methoxybenzoic acid ethyl ester). The reactants are C(C1=CC=CC=C1)OC1=NC=CC=C1C1=C(C(=O)O)C=C(C(=C1)C(C)(C)C)OC (2-(2-Benzyloxypyridin-3-yl)-4-tert-butyl-5-methoxybenzoic acid), C(=O)([O-])[O-].[Cs+].[Cs+] (Cs2CO3), ICC (iodoethane). Reported procedure: step 1—To a solution of 76 (100 mg, 0.26 mmol) in DMF (3 mL) were added Cs2CO3 (101 mg, 0.31 mmol) and iodoethane (25 μL, 0.31 mmol). The reaction mixture was stirred at RT overnight then quenched with H2O and thrice extracted with EtOAc. The combined organics were washed with H2O (3×), dried (MgSO4), filtered and concentrated under reduced pressure to afford 109 mg (99%) of 2-(2-benzyloxypyridin-3-yl)-4-tert-butyl-5-methoxybenzoic acid ethyl ester (78) as a pale yellow foam. Run in CN(C)C=O (DMF). Isolated yield 99.9%. Reaction SMILES: [CH2:1]([O:8][C:9]1[C:14]([C:15]2[CH:23]=[C:22]([C:24]([CH3:27])([CH3:26])[CH3:25])[C:21]([O:28][CH3:29])=[CH:20][C:16]=2[C:17]([OH:19])=[O:18])=[CH:13][CH:12]=[CH:11][N:10]=1)[C:2]1[CH:7]=[CH:6][CH:5]=[CH:4][CH:3]=1.C([O-])([O-])=O.[Cs+].[Cs+].I[CH2:37][CH3:38]>CN(C=O)C>[CH2:37]([O:18][C:17](=[O:19])[C:16]1[CH:20]=[C:21]([O:28][CH3:29])[C:22]([C:24]([CH3:26])([CH3:25])[CH3:27])=[CH:23][C:15]=1[C:14]1[C:9]([O:8][CH2:1][C:2]2[CH:7]=[CH:6][CH:5]=[CH:4][CH:3]=2)=[N:10][CH:11]=[CH:12][CH:13]=1)[CH3:38] |f:1.2.3|. Reaction conditions: time 8 hour.